Dataset: the Open Reaction Database (ORD), a public repository of structured organic reaction records. Task: describe an organic reaction: reactants, conditions, products, and yield Reactants: COC([C@@H](NC([C@H](O)C(C)(C)CO)=O)CC1=CC=CC=C1)=O (pantoylphenylalanine methyl ester), Cl (hydrochloric acid). Solvent: CO (methanol), [OH-].[Na+] (sodium hydroxide). Run at time 18 hour. Yields the product C([C@H](O)C(C)(C)CO)(=O)N[C@@H](CC1=CC=CC=C1)C(=O)O (pantoylphenylalanine). Isolated yield 97.8%. As a reaction SMILES: C[O:2][C:3](=[O:22])[C@H:4]([CH2:15][C:16]1[CH:21]=[CH:20][CH:19]=[CH:18][CH:17]=1)[NH:5][C:6](=[O:14])[C@@H:7]([C:9]([CH2:12][OH:13])([CH3:11])[CH3:10])[OH:8].Cl>CO.[OH-].[Na+]>[C:6]([NH:5][C@H:4]([C:3]([OH:22])=[O:2])[CH2:15][C:16]1[CH:17]=[CH:18][CH:19]=[CH:20][CH:21]=1)(=[O:14])[C@@H:7]([C:9]([CH2:12][OH:13])([CH3:10])[CH3:11])[OH:8] |f:3.4|. Procedure: To a solution of pantoylphenylalanine methyl ester (0.85 g, 2.7 mmol) in methanol, 3.85 ml of 1.00M sodium hydroxide was added very slowly, with stirring. The progress of the hydrolysis was monitored by TLC. After 18 h, the reaction mixture was acidified by the addition of 3.9 ml of 1.00M hydrochloric acid to pH 3.2, concentrated on a rotary evaporator, and diluted with ethyl acetate. The phases were separated, and the aqueous solution was extracted with additional ethyl acetate. The combined or...